From a dataset of the Open Reaction Database (ORD), a public repository of structured organic reaction records. describe an organic reaction: reactants, conditions, products, and yield Reactants: COC(=O)COC1=CC=CC=2C(CCCC12)=O (1-methoxycarbonylmethoxy-5-oxo-5,6,7,8-tetrahydronaphthalene), BrBr (bromine). Solvent: ClCCl (dichloromethane). Reaction conditions: time 2 hour. The product is COC(=O)COC1=CC=CC=2C(C(CCC12)Br)=O (1-methoxycarbonylmethoxy-5-oxo-6-bromo-5,6,7,8-tetrahydronaphthalene). As a reaction SMILES: [CH3:1][O:2][C:3]([CH2:5][O:6][C:7]1[C:16]2[CH2:15][CH2:14][CH2:13][C:12](=[O:17])[C:11]=2[CH:10]=[CH:9][CH:8]=1)=[O:4].[Br:18]Br>ClCCl>[CH3:1][O:2][C:3]([CH2:5][O:6][C:7]1[C:16]2[CH2:15][CH2:14][CH:13]([Br:18])[C:12](=[O:17])[C:11]=2[CH:10]=[CH:9][CH:8]=1)=[O:4]. Reported procedure: To a solution of 1-methoxycarbonylmethoxy-5-oxo-5,6,7,8-tetrahydronaphthalene (0.5 g) in dry dichloromethane (3 ml) was added bromine (0.14 ml) at 0° C. The mixture was warmed up to room temperature, stirred for 2 hours. The mixture was washed with an aqueous saturated sodium bicarbonate, dried over magnesium sulfate and evaporated in vacuo. The residue was chromatographed on silica gel (30 ml) using a mixture of dichloromethane-n-hexane. The desired fractions were collected and evaporated in va...